This data is from the Open Reaction Database (ORD), a public repository of structured organic reaction records. The task is: describe an organic reaction: reactants, conditions, products, and yield Reactants: COCCOCOc1ccc(C=CC(=O)NCCN2CCC(c3c[nH]c4ccccc34)CC2)cc1OC, CO, O, Cc1ccc(S(=O)(=O)O)cc1. Yields the product COc1cc(C=CC(=O)NCCN2CCC(c3c[nH]c4ccccc34)CC2)ccc1O. As a reaction SMILES: [CH3:1][O:2][c:3]1[cH:4][c:5]([CH:16]=[CH:17][C:18](=[O:19])[NH:20][CH2:21][CH2:22][N:23]2[CH2:24][CH2:25][CH:26]([c:29]3[cH:30][nH:31][c:32]4[cH:33][cH:34][cH:35][cH:36][c:37]34)[CH2:27][CH2:28]2)[cH:6][cH:7][c:8]1[O:9][CH2:10][O:11][CH2:12][CH2:13][O:14][CH3:15].[CH3:50][OH:51].[OH2:38].[c:39]1([CH3:40])[cH:41][cH:42][c:43]([S:44]([OH:45])(=[O:46])=[O:47])[cH:48][cH:49]1>>[CH3:1][O:2][c:3]1[cH:4][c:5]([CH:16]=[CH:17][C:18](=[O:19])[NH:20][CH2:21][CH2:22][N:23]2[CH2:24][CH2:25][CH:26]([c:29]3[cH:30][nH:31][c:32]4[cH:33][cH:34][cH:35][cH:36][c:37]34)[CH2:27][CH2:28]2)[cH:6][cH:7][c:8]1[OH:9].